This data is from the Open Reaction Database (ORD), a public repository of structured organic reaction records. The task is: describe an organic reaction: reactants, conditions, products, and yield Reactants: CC(N)CN, CC(C)CC(C)O, Cc1ccc(S(=O)(=O)Cl)cc1, ClCCl. Product: Cc1ccc(S(=O)(=O)NCC(C)N)cc1. RXN SMILES: [CH2:1]([CH:2]([CH3:3])[NH2:4])[NH2:5].[CH3:20][CH:21]([CH3:22])[CH2:23][CH:24]([OH:25])[CH3:26].[CH3:6][c:7]1[cH:8][cH:9][c:10]([S:13](=[O:14])(=[O:15])[Cl:16])[cH:11][cH:12]1.[Cl:17][CH2:18][Cl:19]>>[CH2:1]([CH:2]([CH3:3])[NH2:4])[NH:5][S:13]([c:10]1[cH:9][cH:8][c:7]([CH3:6])[cH:12][cH:11]1)(=[O:14])=[O:15]. Starting materials: Cc1ccc(CCBr)cc1, CN(C)C=O, O=[N+]([O-])c1ccc([O-])cc1, [Na+]. Product: Cc1ccc(CCOc2ccc([N+](=O)[O-])cc2)cc1. Reaction SMILES: [CH3:1][c:2]1[cH:3][cH:4][c:5]([CH2:8][CH2:9][Br:10])[cH:6][cH:7]1.[CH3:22][N:23]([CH3:24])[CH:25]=[O:26].[N+:11](=[O:12])([O-:13])[c:14]1[cH:15][cH:16][c:17]([O-:20])[cH:18][cH:19]1.[Na+:21]>>[CH3:1][c:2]1[cH:3][cH:4][c:5]([CH2:8][CH2:9][O:20][c:17]2[cH:16][cH:15][c:14]([N+:11](=[O:12])[O-:13])[cH:19][cH:18]2)[cH:6][cH:7]1. The reactants are CCOCCOc1ccc(-c2ccc3c(c2)C=C(C(=O)OC)CCS3(=O)=O)cc1, COCCOC, Cl. The product is CCOCCOc1ccc(-c2ccc3c(c2)C=C(C(=O)O)CCS3(=O)=O)cc1. Reaction SMILES: [CH2:1]([CH3:2])[O:3][CH2:4][CH2:5][O:6][c:7]1[cH:8][cH:9][c:10](-[c:13]2[cH:14][cH:15][c:16]3[c:17]([cH:29]2)[CH:18]=[C:19]([C:25](=[O:26])[O:27][CH3:28])[CH2:20][CH2:21][S:22]3(=[O:23])=[O:24])[cH:11][cH:12]1.[CH3:31][O:32][CH2:33][CH2:34][O:35][CH3:36].[ClH:30]>>[CH2:1]([CH3:2])[O:3][CH2:4][CH2:5][O:6][c:7]1[cH:8][cH:9][c:10](-[c:13]2[cH:14][cH:15][c:16]3[c:17]([cH:29]2)[CH:18]=[C:19]([C:25](=[O:26])[OH:27])[CH2:20][CH2:21][S:22]3(=[O:23])=[O:24])[cH:11][cH:12]1. Starting materials: COC1=C(C=C(C=C1)[C@H]1[C@H](CCCC1)N)OC ((+/−)-cis-1,2-dimethoxy-4-(2-aminocyclohexyl)benzene), COC(=O)C1=CC=C(C(=O)Cl)C=C1 (4-methoxycarbonylbenzoyl chloride). The solvent is C(Cl)Cl (methylene chloride), C(Cl)Cl (methylene chloride), C(C)N(CC)CC (triethylamine). Conditions: time 1 hour. The product is COC=1C=C(C=CC1OC)[C@@H]1[C@@H](CCCC1)NC(C1=CC=C(C=C1)C(=O)OC)=O ((+/−)-cis-N-[2-(3,4-dimethoxyphenyl)cyclohexyl]-4-methoxycarbonylbenzamide). As a reaction SMILES: [CH3:1][O:2][C:3]1[CH:8]=[CH:7][C:6]([C@@H:9]2[CH2:14][CH2:13][CH2:12][CH2:11][C@@H:10]2[NH2:15])=[CH:5][C:4]=1[O:16][CH3:17].[CH3:18][O:19][C:20]([C:22]1[CH:30]=[CH:29][C:25]([C:26](Cl)=[O:27])=[CH:24][CH:23]=1)=[O:21]>C(Cl)Cl.C(N(CC)CC)C>[CH3:17][O:16][C:4]1[CH:5]=[C:6]([C@H:9]2[CH2:14][CH2:13][CH2:12][CH2:11][C@H:10]2[NH:15][C:26](=[O:27])[C:25]2[CH:24]=[CH:23][C:22]([C:20]([O:19][CH3:18])=[O:21])=[CH:30][CH:29]=2)[CH:7]=[CH:8][C:3]=1[O:2][CH3:1]. Reported procedure: 2.6 g of (+/−)-cis-1,2-dimethoxy-4-(2-aminocyclohexyl)benzene are dissolved in 20 ml of methylene chloride and 1 ml of triethylamine. At RT, a solution of 2.4 g of 4-methoxycarbonylbenzoyl chloride in 30 ml of methylene chloride is added dropwise over a period of 3 h, and the mixture is stirred for 1 h and then extracted with 50 ml each of water, 2 N hydrochloric acid, sat. sodium bicarbonate solution and once more with water. The organic phase is dried with sodium sulfate, concentrated and crys... Starting materials: BrCc1ccccc1, CCOCC, CN(C)C=O, [H-], [Na+], CCOC(=O)CSc1nc2ccccc2[nH]1. Product: CCOC(=O)CSc1nc2ccccc2n1Cc1ccccc1. RXN SMILES: [Br:24][CH2:25][c:26]1[cH:27][cH:28][cH:29][cH:30][cH:31]1.[CH3:17][CH2:18][O:19][CH2:20][CH3:21].[CH3:32][N:33]([CH3:34])[CH:35]=[O:36].[H-:22].[Na+:23].[nH:1]1[c:2]([S:10][CH2:11][C:12](=[O:13])[O:14][CH2:15][CH3:16])[n:3][c:4]2[c:5]1[cH:6][cH:7][cH:8][cH:9]2>>[n:1]1([CH2:25][c:26]2[cH:27][cH:28][cH:29][cH:30][cH:31]2)[c:2]([S:10][CH2:11][C:12](=[O:13])[O:14][CH2:15][CH3:16])[n:3][c:4]2[c:5]1[cH:6][cH:7][cH:8][cH:9]2. Reactants: C(C)OC(C(C(=O)OCC)=COCC)=O (diethylethoxymethylenemalonate), CNN (methylhydrazine). Solvent: C(C)O (ethanol). Product: C(C)OC(=O)C=1C=NN(C1O)C (ethyl-5-hydroxy-1-methyl-4-pyrazolecarboxylate). Isolated yield 87.0%. RXN SMILES: [CH2:1]([O:3][C:4](=[O:15])[C:5](=[CH:11]OCC)[C:6](OCC)=[O:7])[CH3:2].[CH3:16][NH:17][NH2:18]>C(O)C>[CH2:1]([O:3][C:4]([C:5]1[CH:11]=[N:18][N:17]([CH3:16])[C:6]=1[OH:7])=[O:15])[CH3:2]. Procedure details: To a solution of 216 g (1 mol) of diethylethoxymethylenemalonate in 216 g of ethanol, there was added 46 g (1 mol) of methylhydrazine at 10° C. Then, at room temperature, the mixture was stirred and further refluxed for one hour, and thereafter the reaction mixture was left to stand. The precipitated crystals were filtered and dried to obtain 148 g of the title compound melting at 134°-135° C.